Dataset: the Open Reaction Database (ORD), a public repository of structured organic reaction records. Task: describe an organic reaction: reactants, conditions, products, and yield The reactants are CC=1SC(=C(N1)C)C(=O)O (2,4-dimethylthiazole-5-carboxylic acid), Cl.CNOC (N,O-dimethylhydroxylamine hydrochloride), C(Cl)Cl (DCM), C(=O)(N1C=NC=C1)N1C=NC=C1 (carbonyldiimidazole). Solvent: CN(C)C=O (DMF), O (water), [OH-].[Na+] (NaOH). Conditions: time 2 hour. Yields the product CON(C(=O)C1=C(N=C(S1)C)C)C (N-Methoxy-N,2,4-trimethylthiazole-5-carboxamide). Reaction SMILES: [CH3:1][C:2]1[S:3][C:4]([C:8]([OH:10])=O)=[C:5]([CH3:7])[N:6]=1.C(Cl)Cl.C(N1C=CN=C1)(N1C=CN=C1)=O.Cl.[CH3:27][NH:28][O:29][CH3:30]>O.[OH-].[Na+].CN(C=O)C>[CH3:30][O:29][N:28]([CH3:27])[C:8]([C:4]1[S:3][C:2]([CH3:1])=[N:6][C:5]=1[CH3:7])=[O:10] |f:3.4,6.7|. Procedure: To a flask containing 2,4-dimethylthiazole-5-carboxylic acid (2.50 g, 15.9 mmol) was added DCM (75 mL) and DMF (3 mL) to afford a homogeneous solution. Then, carbonyldiimidazole (2.84 g, 17.5 mmol) was added and the mixture was stirred at room temperature for 2 hours. N,O-dimethylhydroxylamine hydrochloride (1.90 g, 19.9 mmol) was then added and the reaction mixture was stirred at room temperature for 18 hours, then diluted with water and 1 N NaOH and extracted with DCM (4×50 mL). The combined o... Starting materials: Br, CCCCn1c(-c2cc(OC)c(OC)c(OC)c2Br)nc2sc3c(O)cc(C)cc3c2c1=O, CC(=O)O, [Na+], [Na+], O=S(=O)([O-])[O-]. Yields the product CCCCn1c(-c2cc(OC)c(OC)c(O)c2Br)nc2sc3c(O)cc(C)cc3c2c1=O. RXN SMILES: [BrH:34].[CH2:1]([CH2:2][CH2:3][CH3:4])[n:5]1[c:6](-[c:21]2[c:22]([Br:33])[c:23]([O:31][CH3:32])[c:24]([O:29][CH3:30])[c:25]([O:27][CH3:28])[cH:26]2)[n:7][c:8]2[c:9]([c:10]1=[O:11])[c:12]1[c:13]([s:14]2)[c:15]([OH:20])[cH:16][c:17]([CH3:19])[cH:18]1.[CH3:42][C:43](=[O:44])[OH:45].[Na+:35].[Na+:36].[O-:37][S:38](=[O:39])(=[O:40])[O-:41]>>[CH2:1]([CH2:2][CH2:3][CH3:4])[n:5]1[c:6](-[c:21]2[c:22]([Br:33])[c:23]([OH:31])[c:24]([O:29][CH3:30])[c:25]([O:27][CH3:28])[cH:26]2)[n:7][c:8]2[c:9]([c:10]1=[O:11])[c:12]1[c:13]([s:14]2)[c:15]([OH:20])[cH:16][c:17]([CH3:19])[cH:18]1. Starting materials: CCO, CCO, [Na+], [Na+], [OH-], [OH-], CCOC(=O)c1c(N2CCN(c3ncccn3)CC2)nnc2c1ccc1ccccc12. The product is O=C(O)c1c(N2CCN(c3ncccn3)CC2)nnc2c1ccc1ccccc12. As a reaction SMILES: [CH3:36][CH2:37][OH:38].[CH3:39][CH2:40][OH:41].[Na+:2].[Na+:35].[OH-:1].[OH-:34].[n:3]1[c:4]([N:9]2[CH2:10][CH2:11][N:12]([c:15]3[n:16][n:17][c:18]4[c:19]5[c:20]([cH:21][cH:22][c:23]4[c:24]3[C:25](=[O:26])[O:27][CH2:28][CH3:29])[cH:30][cH:31][cH:32][cH:33]5)[CH2:13][CH2:14]2)[n:5][cH:6][cH:7][cH:8]1>>[n:3]1[c:4]([N:9]2[CH2:10][CH2:11][N:12]([c:15]3[n:16][n:17][c:18]4[c:19]5[c:20]([cH:21][cH:22][c:23]4[c:24]3[C:25](=[O:26])[OH:27])[cH:30][cH:31][cH:32][cH:33]5)[CH2:13][CH2:14]2)[n:5][cH:6][cH:7][cH:8]1. The reactants are CC1(C(C(CC1)(C)C)O)C (2,2,5,5-Tetramethyl-1-cyclopentanol), S(C)(=O)(=O)O.C(=O)(OC(C)(C)C)NC1(CC1)CO (N-Boc-1-amino-1-hydroxymethylcyclopropane mesylate), [H-].[Na+] (Sodium hydride), solution, C1COCCOCCOCCOCCOCCO1 (18-crown-6-ether). Solvent: O1CCCC1 (tetrahydrofuran), O1CCCC1 (tetrahydrofuran), C(C)#N (acetonitrile). Reaction conditions: time 1 hour. The product is C(=O)(OC(C)(C)C)NC1(CC1)COC1C(CCC1(C)C)(C)C (N-Boc-O-(2,2,5,5-tetramethyl-1-cyclopentyl)-1-amino-1-hydroxymethylcyclopropane). As a reaction SMILES: [CH3:1][C:2]1([CH3:10])[CH2:6][CH2:5][C:4]([CH3:8])([CH3:7])[CH:3]1[OH:9].[H-].[Na+].C1OCCOCCOCCOCCOCCOC1.S(O)(=O)(=O)C.[C:36]([NH:43][C:44]1([CH2:47]O)[CH2:46][CH2:45]1)([O:38][C:39]([CH3:42])([CH3:41])[CH3:40])=[O:37]>C(#N)C.O1CCCC1>[C:36]([NH:43][C:44]1([CH2:47][O:9][CH:3]2[C:4]([CH3:8])([CH3:7])[CH2:5][CH2:6][C:2]2([CH3:10])[CH3:1])[CH2:46][CH2:45]1)([O:38][C:39]([CH3:42])([CH3:41])[CH3:40])=[O:37] |f:1.2,4.5|. Procedure: 2,2,5,5-Tetramethyl-1-cyclopentanol is added to a dry flask under argon at 0° C. Dry tetrahydrofuran is added with a syringe. Sodium hydride (60% dispersion in oil) is added quickly in one portion and the contents of the flask are stirred for one hour at room temperature. A 10 mM solution of 18-crown-6-ether in acetonitrile is added with a syringe and the flask cooled to 0° C. A tetrahydrofuran solution of N-Boc-1-amino-1-hydroxymethylcyclopropane mesylate is added with vigorous stirring over a ... Reactants: BrC1=CC(=CC(=C1)OC)Cl (1-Bromo-3-chloro-5-methoxybenzene), ClN1C(N(C(N(C1=O)Cl)=O)Cl)=O (trichloroisocyanuric acid), CCCCCCC (N-Heptane). Run in CN(C=O)C (dimethylformamide). Product: BrC1=C(C(=CC(=C1)OC)Cl)Cl (1-Bromo-2,3-dichloro-5-methoxybenzene). Yield: 197.3%. Reaction SMILES: [Br:1][C:2]1[CH:7]=[C:6]([O:8][CH3:9])[CH:5]=[C:4]([Cl:10])[CH:3]=1.[Cl:11]N1C(=O)N(Cl)C(=O)N(Cl)C1=O.CCCCCCC>CN(C)C=O>[Br:1][C:2]1[CH:7]=[C:6]([O:8][CH3:9])[CH:5]=[C:4]([Cl:10])[C:3]=1[Cl:11]. Reported procedure: 1-Bromo-3-chloro-5-methoxybenzene (Preparation 22, 6.0 g, 27 mmol) and trichloroisocyanuric acid (2.3 g, 9.9 mmol) were stirred in dimethylformamide (100 ml) at 50° C. for 3 hours. N-Heptane was added and the mixture filtered to remove insoluble impurities. The mixture was then concentrated in vacuo and the residue purified by silica gel column chromatography, eluting with 90:10 heptane:ethyl acetate to afford the title compound as a white solid (5.0 g). Starting materials: C=C(C(=O)C=1C(=C(C2=C(C=C(O2)C(=O)O)C1)C)C)C(C)C (5-(2-methyleneisovaleryl)-6,7-dimethylbenzofuran-2-carboxylic acid), S(O)(O)(=O)=O (sulfuric acid). Run in ice water. Conditions: temperature 57 celsius. The product is CC1=C(C=2C(C(CC2C2=C1OC(=C2)C(=O)O)C(C)C)=O)C (4,5-Dimethyl-6-oxo-7-isopropyl-7,8-dihydro-6H-indeno[5,4-b]furan-2-carboxylic acid). Reaction SMILES: [CH2:1]=[C:2]([CH:19]([CH3:21])[CH3:20])[C:3]([C:5]1[C:6]([CH3:18])=[C:7]([CH3:17])[C:8]2[O:12][C:11]([C:13]([OH:15])=[O:14])=[CH:10][C:9]=2[CH:16]=1)=[O:4].S(=O)(=O)(O)O>>[CH3:17][C:7]1[C:8]2[O:12][C:11]([C:13]([OH:15])=[O:14])=[CH:10][C:9]=2[C:16]2[CH2:1][CH:2]([CH:19]([CH3:21])[CH3:20])[C:3](=[O:4])[C:5]=2[C:6]=1[CH3:18]. Reported procedure: A mixture of 5-(2-methyleneisovaleryl)-6,7-dimethylbenzofuran-2-carboxylic acid (5 g.) and concentrated sulfuric acid (25 ml.) is heated at 57°C. for 6 hours and poured into ice water (300 ml.). The 4,5-dimethyl -6-oxo-7-isopropyl-7,8-dihydro-6H-indeno-[5,4-b]furan-2-carboxylic acid which separates is filtered and dried. The reactants are OC[C@H](O)[C@@H](O)[C@H](O)[C@H](O)CO (sorbitol), ClC=1C=C(C=O)C=CC1Cl (3,4-dichlorobenzaldehyde). Yields the product ClC=1C=C(C=C([C@H]([C@H]([C@@H]([C@H](C(O)=CC2=CC(=C(C=C2)Cl)Cl)O)O)O)O)O)C=CC1Cl (Bis(3,4-dichlorobenzylidene)sorbitol). RXN SMILES: [OH:1][CH2:2][C@@H:3]([C@H:5]([C@@H:7]([C@@H:9]([CH2:11][OH:12])[OH:10])[OH:8])[OH:6])[OH:4].[Cl:13][C:14]1[CH:15]=[C:16]([CH:19]=[CH:20][C:21]=1[Cl:22])[CH:17]=O>>[Cl:13][C:14]1[CH:15]=[C:16]([CH:19]=[CH:20][C:21]=1[Cl:22])[CH:17]=[C:2]([OH:1])[C@@H:3]([OH:4])[C@@H:5]([OH:6])[C@H:7]([OH:8])[C@@H:9]([OH:10])[C:11](=[CH:17][C:16]1[CH:19]=[CH:20][C:21]([Cl:22])=[C:14]([Cl:13])[CH:15]=1)[OH:12]. Procedure: Bis(3,4-dichlorobenzylidene)sorbitol was prepared from aqueous sorbitol and 3,4-dichlorobenzaldehyde according to the method of Example 1. The melting point of the product was 270° C. The reactants are solid, Cl.Cl.Cl.O1CCC=2C1=C(N=CC2)N2CCN(CC2)CC[C@@H]2CC[C@H](CC2)N (trans-4-{2-[4-(2,3-dihydro-furo[2,3-c]pyridin-7-yl)-piperazin-1-yl]-ethyl}-cyclohexylamine trihydrochloride), Cl.Cl.Cl.O1CCC=2C1=C(N=CC2)N2CCN(CC2)CC[C@@H]2CC[C@H](CC2)N (trans-4-{2-[4-(2,3-dihydro-furo[2,3-c]pyridin-7-yl)-piperazin-1-yl]-ethyl}-cyclohexylamine trihydrochloride), CC(CCC(=O)O)C (4-methyl-pentanoic acid). Yields the product O1CCC=2C1=C(N=CC2)N2CCN(CC2)CC[C@@H]2CC[C@H](CC2)NC(CCC(C)C)=O (trans-4-Methyl-pentanoic acid (4-{2-[4-(2,3-dihydro-furo[2,3-c]pyridin-7-yl)-piperazin-1-yl]-ethyl}-cyclohexyl)-amide). As a reaction SMILES: Cl.Cl.Cl.[O:4]1[C:8]2=[C:9]([N:13]3[CH2:18][CH2:17][N:16]([CH2:19][CH2:20][C@H:21]4[CH2:26][CH2:25][C@H:24]([NH2:27])[CH2:23][CH2:22]4)[CH2:15][CH2:14]3)[N:10]=[CH:11][CH:12]=[C:7]2[CH2:6][CH2:5]1.[CH3:28][CH:29]([CH3:35])[CH2:30][CH2:31][C:32](O)=[O:33]>>[O:4]1[C:8]2=[C:9]([N:13]3[CH2:18][CH2:17][N:16]([CH2:19][CH2:20][C@H:21]4[CH2:26][CH2:25][C@H:24]([NH:27][C:32](=[O:33])[CH2:31][CH2:30][CH:29]([CH3:35])[CH3:28])[CH2:23][CH2:22]4)[CH2:15][CH2:14]3)[N:10]=[CH:11][CH:12]=[C:7]2[CH2:6][CH2:5]1 |f:0.1.2.3|. Procedure: The title compound, white solid (97 mg, 91%), MS (ISP) m/z=429.4 [(M+H)+], mp 175° C., was prepared in accordance with the general method of example 6 from trans-4-{2-[4-(2,3-dihydro-furo[2,3-c]pyridin-7-yl)-piperazin-1-yl]-ethyl}-cyclohexylamine trihydrochloride (intermediate B) (110 mg, 0.25 mmol) and 4-methyl-pentanoic acid. Reactants: Nc1cccc(Br)c1, COC(=O)C1=C(O)c2ccc3ccccc3c2S(=O)(=O)N1C, Cc1ccccc1, Cc1ccccc1C. Yields the product CN1C(C(=O)Nc2cccc(Br)c2)=C(O)c2ccc3ccccc3c2S1(=O)=O. RXN SMILES: [Br:23][c:24]1[cH:25][c:26]([NH2:27])[cH:28][cH:29][cH:30]1.[CH3:1][O:2][C:3](=[O:4])[C:5]1=[C:10]([OH:11])[c:9]2[c:8]([c:19]3[c:14]([cH:13][cH:12]2)[cH:15][cH:16][cH:17][cH:18]3)[S:7](=[O:20])(=[O:21])[N:6]1[CH3:22].[CH3:39][c:40]1[cH:41][cH:42][cH:43][cH:44][cH:45]1.[c:31]1([CH3:32])[c:33]([CH3:34])[cH:35][cH:36][cH:37][cH:38]1>>[O:2]=[C:3]([C:5]1=[C:10]([OH:11])[c:9]2[c:8]([c:19]3[c:14]([cH:13][cH:12]2)[cH:15][cH:16][cH:17][cH:18]3)[S:7](=[O:20])(=[O:21])[N:6]1[CH3:22])[NH:27][c:26]1[cH:25][c:24]([Br:23])[cH:30][cH:29][cH:28]1.